This data is from the Open Reaction Database (ORD), a public repository of structured organic reaction records. The task is: describe an organic reaction: reactants, conditions, products, and yield RXN SMILES: [F:1][C:2]1[CH:9]=[CH:8][CH:7]=[CH:6][C:3]=1[CH:4]=O.[CH3:10][C:11](=O)[CH:12]=[CH2:13].[N:15]1([S:21]([C:24]2[CH:29]=[CH:28][C:27]([NH2:30])=[CH:26][CH:25]=2)(=[O:23])=[O:22])[CH2:20][CH2:19][CH2:18][CH2:17][CH2:16]1>>[F:1][C:2]1[CH:9]=[CH:8][CH:7]=[CH:6][C:3]=1[C:4]1[N:30]([C:27]2[CH:28]=[CH:29][C:24]([S:21]([N:15]3[CH2:20][CH2:19][CH2:18][CH2:17][CH2:16]3)(=[O:23])=[O:22])=[CH:25][CH:26]=2)[C:11]([CH3:10])=[CH:12][CH:13]=1. The reactants are FC1=C(C=O)C=CC=C1 (2-Fluorobenzaldehyde), CC(C=C)=O (but-3-en-2-one), N1(CCCCC1)S(=O)(=O)C1=CC=C(C=C1)N (p-piperidinylsulfonyl phenylamine). The product is FC1=C(C=CC=C1)C=1N(C(=CC1)C)C1=CC=C(C=C1)S(=O)(=O)N1CCCCC1 (1-{4-[2-(2-fluoro-phenyl)-5-methyl-pyrrol-1-yl]-benzenesulfonyl}-piperidine). Reported procedure: 2-Fluorobenzaldehyde and but-3-en-2-one were treated according to the procedure outlined in General Procedure C followed by subjecting the resulting product to conditions outlined in General Procedure D along with p-piperidinylsulfonyl phenylamine to obtain the titled compound. 1H NMR (CDCl3) δ ppm 1.42-1.65 (6H), 2.15 (3H), 2.95 (4H), 6.15 (1H), 6.40 (1H), 6.65-7.90 (8H); MS (ESI) m/z 399 (M+H). Starting materials: [N+](=O)([O-])C=1C=C(C=CC1)S(=O)(=O)OC[C@]1(OC1)C ((2S)-(2-methyloxiran-2-yl)methyl 3-nitrobenzenesulphonate), C1(C=2C(C(N1)=O)=CC=CC2)=O.[K] (potassium phthalimide). Solvent: CN(C=O)C (dimethylformamide). Run at temperature 50 celsius, time 5 hour. Product: C[C@@]1(OC1)CN1C(C2=CC=CC=C2C1=O)=O (2-[[(2R)-2-methyloxiranyl]methyl]-1H-isoindole-1,3(2H)-dione). Yield: 56.8%. RXN SMILES: [N+](C1C=C(S(O[CH2:14][C@:15]2([CH3:18])[CH2:17][O:16]2)(=O)=O)C=CC=1)([O-])=O.[C:19]1(=[O:29])[NH:23][C:22](=[O:24])[C:21]2=[CH:25][CH:26]=[CH:27][CH:28]=[C:20]12.[K]>CN(C)C=O>[CH3:14][C@@:15]1([CH2:18][N:23]2[C:19](=[O:29])[C:20]3[C:21](=[CH:25][CH:26]=[CH:27][CH:28]=3)[C:22]2=[O:24])[CH2:17][O:16]1 |f:1.2,^1:29|. Procedure details: To a solution of (2S)-(2-methyloxiran-2-yl)methyl 3-nitrobenzenesulphonate (1.913 g, 7 mmoles) in dry dimethylformamide (15 ml), was added potassium phthalimide (1.304 g, 7 mmoles). The mixture was stirred at 50° C. for 5 h and then cooled to room temperature. The resulting mixture was partitioned between ethyl acetate and water. The aqueous phase was washed with ethyl acetate (2×100 ml) and the combined organic extracts were washed with water (3×100 ml), saturated brine solution, dried over sod... The reactants are Cl (HCl), C(C)(=O)NC=1C=C(C=CC1)N1C=NC2=C1C=CC(=C2)C(=O)NCC=2C=NC=CC2 (1-[3-(acetylamino)phenyl]-N-(pyridin-3-ylmethyl)-1H-benzimidazole-5-carboxamide). Run at time 40 minute. The product is Cl.Cl.NC=1C=C(C=CC1)N1C=NC2=C1C=CC(=C2)C(=O)NCC=2C=NC=CC2 (1-(3-aminophenyl)-N-(pyridin-3-ylmethyl)-1H-benzimidazole-5-carboxamide dihydrochloride). RXN SMILES: [ClH:1].C([NH:5][C:6]1[CH:7]=[C:8]([N:12]2[C:16]3[CH:17]=[CH:18][C:19]([C:21]([NH:23][CH2:24][C:25]4[CH:26]=[N:27][CH:28]=[CH:29][CH:30]=4)=[O:22])=[CH:20][C:15]=3[N:14]=[CH:13]2)[CH:9]=[CH:10][CH:11]=1)(=O)C>>[ClH:1].[ClH:1].[NH2:5][C:6]1[CH:7]=[C:8]([N:12]2[C:16]3[CH:17]=[CH:18][C:19]([C:21]([NH:23][CH2:24][C:25]4[CH:26]=[N:27][CH:28]=[CH:29][CH:30]=4)=[O:22])=[CH:20][C:15]=3[N:14]=[CH:13]2)[CH:9]=[CH:10][CH:11]=1 |f:2.3.4|. Reported procedure: An aqueous HCl (2M, 5 mL) solution of 1-[3-(acetylamino)phenyl]-N-(pyridin-3-ylmethyl)-1H-benzimidazole-5-carboxamide (0.47 g) was heated at reflux. After 40 min, the crude reaction mixture was evaporated under reduced pressure at rt and dried in vacuo to afford 1-(3-aminophenyl)-N-(pyridin-3-ylmethyl)-1H-benzimidazole-5-carboxamide dihydrochloride as a purple solid. 1H-NMR (DMSO-d6, 400 MHz): δ 4.00 (brs, 2H), 4.72 (d, J=5.2 Hz, 2H), 7.24 (d, J=7.6 Hz, 1H), 7.39 (d, J=7.6 Hz, 1H), 7.44 (s, 1H),... The reactants are C1(=CC=CC=C1)N[C@H](CC#N)C ((S)-3-phenylamino-butyronitrile), S(O)(O)(=O)=O (sulfuric acid). Solvent: C1(=CC=CC=C1)C (toluene), O (H2O), O (H2O), C1(=CC=CC=C1)C (toluene). Run at time 0.5 hour. The product is C1(=CC=CC=C1)N[C@H](CC(=O)N)C ((S)-3-Phenylamino-butyramide). Reaction SMILES: [C:1]1([NH:7][C@@H:8]([CH3:12])[CH2:9][C:10]#[N:11])[CH:6]=[CH:5][CH:4]=[CH:3][CH:2]=1.S(=O)(=O)(O)[OH:14]>C1(C)C=CC=CC=1.O>[C:1]1([NH:7][C@@H:8]([CH3:12])[CH2:9][C:10]([NH2:11])=[O:14])[CH:6]=[CH:5][CH:4]=[CH:3][CH:2]=1. Reported procedure: To a solution of (S)-3-phenylamino-butyronitrile (6.06 g, 0.0378 mol) in toluene (150 mL) was added a cooled solution of conc. sulfuric acid in H2O (20.12 mL H2SO4/3 mL)—(The ratio of toluene to acid/H2O is very important and should be followed strictly). Stir the biphasic mixture at room temperature for 0.5 h and warm to 35° C. and stir for 22 h. The reaction was cooled to room temperature and quenched with 13 g of Na2CO3 in water (add slowly some foaming). Separate the organic and extract 2×Et... The reactants are CN1N=C(C=C1)N (1-methyl-1H-pyrazol-3-amine), ClC1=NC=C(C(=N1)Cl)Cl (2,4,5-trichloropyrimidine), C([O-])([O-])=O.[Na+].[Na+] (sodium carbonate). Solvent: CCO (EtOH). The product is ClC1=NC=C(C(=N1)NC1=NN(C=C1)C)Cl (2,5-Dichloro-N-(1-methyl-1H-pyrazol-3-yl)pyrimidin-4-amine). Reaction SMILES: [CH3:1][N:2]1[CH:6]=[CH:5][C:4]([NH2:7])=[N:3]1.[Cl:8][C:9]1[N:14]=[C:13](Cl)[C:12]([Cl:16])=[CH:11][N:10]=1.C(=O)([O-])[O-].[Na+].[Na+]>CCO>[Cl:8][C:9]1[N:14]=[C:13]([NH:7][C:4]2[CH:5]=[CH:6][N:2]([CH3:1])[N:3]=2)[C:12]([Cl:16])=[CH:11][N:10]=1 |f:2.3.4|. Procedure details: The mixture 1-methyl-1H-pyrazol-3-amine (48 mg, 0.50 mmol), 2,4,5-trichloropyrimidine (57 μL, 0.5 mmol), and sodium carbonate (53 mg, 0.5 mmol) in 3 mL of EtOH is heated at 40° C. over night. The precipitate is filtered, washed by cold EtOH, and dried in vacuo to afford 2,5-Dichloro-N-(1-methyl-1H-pyrazol-3-yl)pyrimidin-4-amine; ESMS m/z 244.0 (M+H+).